From a dataset of the Open Reaction Database (ORD), a public repository of structured organic reaction records. describe an organic reaction: reactants, conditions, products, and yield The reagents and catalysts are C(C)(=O)O (acetic acid). Reactants: C1(=CC=C(C=C1)C=O)C (p-tolualdehyde), OC1=CC=C(C(=O)NN)C=C1 (4-hydroxy-benzoic acid hydrazide). Product: CC1=CC=C(C=NNC(C2=CC=C(C=C2)O)=O)C=C1 (4-Hydroxy-benzoic acid (4-methyl-benzylidene)-hydrazide). Solvent: CCO (EtOH). Procedure details: To a solution of 4-hydroxy-benzoic acid hydrazide (0.3 g, 0.002 mol) in abs. EtOH (10 mL) and p-tolualdehyde (0.24 g, 0.002 mol) was added 1 drop of acetic acid. The reaction mixture was refluxed for 4 hours. The reaction mixture was cooling to room temperature and concentrated to remove solvent. The resulting residue was solidified by EtOAc to give white solid 0.49 g, in 96% yield, mp: 252.6° C. 1H NMR (CD3OD) δ 8.26 (s, 1H), 7.82 (d, 2H), 7.70 (d, 2H), 7.24 (d, 2H), 6.88 (d, 2H), 2.36 (s, 3H).... Reaction SMILES: [OH:1][C:2]1[CH:11]=[CH:10][C:5]([C:6]([NH:8][NH2:9])=[O:7])=[CH:4][CH:3]=1.[C:12]1([CH3:20])[CH:17]=[CH:16][C:15]([CH:18]=O)=[CH:14][CH:13]=1>C(O)(=O)C.CCO>[CH3:20][C:12]1[CH:17]=[CH:16][C:15]([CH:18]=[N:9][NH:8][C:6](=[O:7])[C:5]2[CH:10]=[CH:11][C:2]([OH:1])=[CH:3][CH:4]=2)=[CH:14][CH:13]=1. Yield: 96.3%. The reactants are NCC(O)C1=CC2=CC=CC=C2C=C1 (2-amino-1-(2-naphthyl)ethanol), [BH4-].[Na+] (sodium borohydride), O=C(COC1=CC=C(CC2C(NC(S2)=O)=O)C=C1)C (5-[4-(2-oxopropoxy)benzyl]thiazolidine-2,4-dione), C1=CC=CC=C1 (benzene). Solvent: CO (methanol). Yields the product C1=C(C=CC2=CC=CC=C12)C(CNC(COC1=CC=C(CC2C(NC(S2)=O)=O)C=C1)C)O (5-(4-{2-[2-(2-Naphthyl)-2-hydroxyethylamino]-propoxy}benzyl)thiazolidine-2,4-dione). Reaction SMILES: [NH2:1][CH2:2][CH:3]([C:5]1[CH:14]=[CH:13][C:12]2[C:7](=[CH:8][CH:9]=[CH:10][CH:11]=2)[CH:6]=1)[OH:4].O=[C:16]([CH3:33])[CH2:17][O:18][C:19]1[CH:32]=[CH:31][C:22]([CH2:23][CH:24]2[S:28][C:27](=[O:29])[NH:26][C:25]2=[O:30])=[CH:21][CH:20]=1.C1C=CC=CC=1.[BH4-].[Na+]>CO>[CH:6]1[C:7]2[C:12](=[CH:11][CH:10]=[CH:9][CH:8]=2)[CH:13]=[CH:14][C:5]=1[CH:3]([OH:4])[CH2:2][NH:1][CH:16]([CH3:33])[CH2:17][O:18][C:19]1[CH:20]=[CH:21][C:22]([CH2:23][CH:24]2[S:28][C:27](=[O:29])[NH:26][C:25]2=[O:30])=[CH:31][CH:32]=1 |f:3.4|. Procedure: A procedure similar to that described in Preparation 10, below, was followed, but using 520 mg of 2-amino-1-(2-naphthyl)ethanol [prepared as described in Preparation 8], 650 mg of 5-[4-(2-oxopropoxy)benzyl]thiazolidine-2,4-dione [prepared as described in Preparation 9], 150 ml of benzene, 100 ml of absolute methanol and 1.25 g of sodium borohydride, to give the title compound in crude form. This crude product was then purified by column chromatography through silica gel, using a 5:1 by volume mi...